Dataset: the Open Reaction Database (ORD), a public repository of structured organic reaction records. Task: describe an organic reaction: reactants, conditions, products, and yield Reactants: ClCCl, O=C(Cl)C(=O)Cl, [K], O=C(O)CSCSc1ccccc1. The product is O=C(Cl)CSCSc1ccccc1. Reaction SMILES: [CH2:21]([Cl:22])[Cl:23].[Cl:15][C:16]([C:17]([Cl:18])=[O:19])=[O:20].[K:14].[c:1]1([S:7][CH2:8][S:9][CH2:10][C:11](=[O:12])[OH:13])[cH:2][cH:3][cH:4][cH:5][cH:6]1>>[c:1]1([S:7][CH2:8][S:9][CH2:10][C:11](=[O:13])[Cl:15])[cH:2][cH:3][cH:4][cH:5][cH:6]1. The product is CC1C(C2=C(C(=C(C=C2C1)C)C)C)=O (2,5,6,7-Tetramethyl-1-indanone). Starting materials: [Al+3].[Cl-].[Cl-].[Cl-] (AlCl3), CC1=C(C(=CC=C1)C)C (1,2,3-trimethylbenzene), BrC(C(=O)Br)(C)C (2-bromoisobutyryl bromide). Conditions: time 2 hour. Reaction SMILES: [Al+3].[Cl-].[Cl-].[Cl-].[CH3:5][C:6]1[CH:11]=[CH:10][CH:9]=[C:8]([CH3:12])[C:7]=1[CH3:13].Br[C:15]([CH3:20])([CH3:19])[C:16](Br)=[O:17]>C(Cl)Cl>[CH3:19][CH:15]1[CH2:20][C:10]2[C:11](=[C:6]([CH3:5])[C:7]([CH3:13])=[C:8]([CH3:12])[CH:9]=2)[C:16]1=[O:17] |f:0.1.2.3|. The solvent is C(Cl)Cl (methylene chloride). Reported procedure: 17.3 g (125 mmol) of AlCl3 were added to a solution of 6.01 g (50 mmol) of 1,2,3-trimethylbenzene in 30 ml of analytical grade methylene chloride, while cooling with ice. 11.9 g (52 mmol) of 2-bromoisobutyryl bromide were then added rapidly, and stirring was continued at 0° C. for 1 hour and at room temperature for 2 hours. The mixture was kept at room temperature for a further 15 hours and then worked up analogously to Example A. The crude product was purified by distillation (0.05 mm Hg/96°-10... Starting materials: C, CCO, CCCCCCCNC(=O)Nc1ccc(F)cc1[N+](=O)[O-], [Pd]. Yields the product CCCCCCCNC(=O)Nc1ccc(F)cc1N. RXN SMILES: [C:25].[CH3:22][CH2:23][OH:24].[F:1][c:2]1[cH:3][c:4]([N+:19]([O-:20])=[O:21])[c:5]([NH:8][C:9](=[O:10])[NH:11][CH2:12][CH2:13][CH2:14][CH2:15][CH2:16][CH2:17][CH3:18])[cH:6][cH:7]1.[Pd:26]>>[F:1][c:2]1[cH:3][c:4]([NH2:19])[c:5]([NH:8][C:9](=[O:10])[NH:11][CH2:12][CH2:13][CH2:14][CH2:15][CH2:16][CH2:17][CH3:18])[cH:6][cH:7]1. Reactants: CNC(=O)C(Cc1ccc(OC)cc1)NC(=O)C(CC(C)C)C(CC(=O)O)SC(C)=O, CN1CCNCC1, ClCCl, On1nnc2ccccc21. Product: CNC(=O)C(Cc1ccc(OC)cc1)NC(=O)C(CC(C)C)C(CC(=O)N1CCN(C)CC1)SC(C)=O. RXN SMILES: [C:1]([CH3:2])(=[O:3])[S:4][CH:5]([CH2:6][C:7](=[O:8])[OH:9])[CH:10]([CH2:11][CH:12]([CH3:13])[CH3:14])[C:15](=[O:16])[NH:17][CH:18]([CH2:19][c:20]1[cH:21][cH:22][c:23]([O:26][CH3:27])[cH:24][cH:25]1)[C:28](=[O:29])[NH:30][CH3:31].[CH3:42][N:43]1[CH2:44][CH2:45][NH:46][CH2:47][CH2:48]1.[Cl:49][CH2:50][Cl:51].[OH:32][n:33]1[c:34]2[cH:35][cH:36][cH:37][cH:38][c:39]2[n:40][n:41]1>>[C:1]([CH3:2])(=[O:3])[S:4][CH:5]([CH2:6][C:7](=[O:8])[N:46]1[CH2:45][CH2:44][N:43]([CH3:42])[CH2:48][CH2:47]1)[CH:10]([CH2:11][CH:12]([CH3:13])[CH3:14])[C:15](=[O:16])[NH:17][CH:18]([CH2:19][c:20]1[cH:21][cH:22][c:23]([O:26][CH3:27])[cH:24][cH:25]1)[C:28](=[O:29])[NH:30][CH3:31]. The yield is 36.6%. RXN SMILES: [CH2:1]([C:7]1[CH:12]=[CH:11][C:10]([C:13]2[C:14]([C:33]#[N:34])=[N:15][N:16]([C:22]([CH3:32])([CH3:31])[CH2:23][C:24]3[CH:29]=[CH:28][C:27]([CH3:30])=[CH:26][CH:25]=3)[C:17]=2[O:18]COC)=[CH:9][CH:8]=1)[CH2:2][CH2:3][CH2:4][CH2:5][CH3:6].Cl.O1CCOCC1>O1CCCC1.CO>[CH2:1]([C:7]1[CH:8]=[CH:9][C:10]([C:13]2[C:14]([C:33]#[N:34])=[N:15][N:16]([C:22]([CH3:32])([CH3:31])[CH2:23][C:24]3[CH:25]=[CH:26][C:27]([CH3:30])=[CH:28][CH:29]=3)[C:17]=2[OH:18])=[CH:11][CH:12]=1)[CH2:2][CH2:3][CH2:4][CH2:5][CH3:6]. Starting materials: C(CCCCC)C1=CC=C(C=C1)C=1C(=NN(C1OCOC)C(CC1=CC=C(C=C1)C)(C)C)C#N (4-(4-hexylphenyl)-5-(methoxymethoxy)-1-(2-methyl-1-(p-tolyl)propan-2-yl)-1H-pyrazole-3-carbonitrile), Cl (hydrochloric acid), O1CCOCC1 (dioxane). Procedure: 266 mg of 4-(4-hexylphenyl)-5-(methoxymethoxy)-1-(2-methyl-1-(p-tolyl)propan-2-yl)-1H-pyrazole-3-carbonitrile was dissolved in 4 mL of tetrahydrofuran and 0.8 mL of methanol, mixed with 4 M hydrochloric acid in dioxane (0.70 mL, 2.8 mmol) and stirred at room temperature for 14 hours. After completion of the reaction, the solvent was partly distilled off under reduced pressure, and the crystals precipitated in the reaction mixture were separated by filtration and washed with isopropyl ether. The ... Solvent: O1CCCC1 (tetrahydrofuran), CO (methanol). Reaction conditions: time 14 hour. Product: C(CCCCC)C1=CC=C(C=C1)C=1C(=NN(C1O)C(CC1=CC=C(C=C1)C)(C)C)C#N (4-(4-hexylphenyl)-5-hydroxy-1-(2-methyl-1-(p-tolyl)propan-2-yl)-1H-pyrazole-3-carbonitrile). Reactants: OCCCBr, ClCCl, COc1cc2ncnc(Oc3ccc4[nH]c(C)cc4c3F)c2cc1O, CCOC(=O)N=NC(=O)OCC, c1ccc(P(c2ccccc2)c2ccccc2)cc1. Product: COc1cc2ncnc(Oc3ccc4[nH]c(C)cc4c3F)c2cc1OCCCBr. As a reaction SMILES: [Br:57][CH2:58][CH2:59][CH2:60][OH:61].[CH2:62]([Cl:63])[Cl:64].[F:13][c:14]1[c:15]2[cH:16][c:17]([CH3:37])[nH:18][c:19]2[cH:20][cH:21][c:22]1[O:23][c:24]1[n:25][cH:26][n:27][c:28]2[cH:29][c:30]([O:35][CH3:36])[c:31]([OH:34])[cH:32][c:33]12.[O:1]=[C:2]([O:3][CH2:4][CH3:5])[N:6]=[N:7][C:8]([O:9][CH2:10][CH3:11])=[O:12].[c:38]1([P:39]([c:40]2[cH:41][cH:42][cH:43][cH:44][cH:45]2)[c:46]2[cH:47][cH:48][cH:49][cH:50][cH:51]2)[cH:52][cH:53][cH:54][cH:55][cH:56]1>>[F:13][c:14]1[c:15]2[cH:16][c:17]([CH3:37])[nH:18][c:19]2[cH:20][cH:21][c:22]1[O:23][c:24]1[n:25][cH:26][n:27][c:28]2[cH:29][c:30]([O:35][CH3:36])[c:31]([O:34][CH2:60][CH2:59][CH2:58][Br:57])[cH:32][c:33]12.